From a dataset of the Open Reaction Database (ORD), a public repository of structured organic reaction records. describe an organic reaction: reactants, conditions, products, and yield Starting materials: CCOC(=O)C1CSCCN1, CCCCCC, O=C=Nc1ccc(Cl)cc1F. Product: CCOC(=O)C1CSCCN1C(=O)Nc1ccc(Cl)cc1F. As a reaction SMILES: [C:1](=[O:2])([O:3][CH2:4][CH3:5])[CH:6]1[CH2:7][S:8][CH2:9][CH2:10][NH:11]1.[CH3:23][CH2:24][CH2:25][CH2:26][CH2:27][CH3:28].[Cl:12][c:13]1[cH:14][c:15]([F:22])[c:16]([N:19]=[C:20]=[O:21])[cH:17][cH:18]1>>[C:1](=[O:2])([O:3][CH2:4][CH3:5])[CH:6]1[CH2:7][S:8][CH2:9][CH2:10][N:11]1[C:20]([NH:19][c:16]1[c:15]([F:22])[cH:14][c:13]([Cl:12])[cH:18][cH:17]1)=[O:21]. Starting materials: CCI, C1CCOC1, O=C1Cc2c(Cl)ncnc2N1. The product is CCC1C(=O)Nc2ncnc(Cl)c21. As a reaction SMILES: [CH2:12]([CH3:13])[I:14].[CH2:15]1[O:16][CH2:17][CH2:18][CH2:19]1.[Cl:1][c:2]1[c:3]2[c:4]([n:5][cH:6][n:7]1)[NH:8][C:9](=[O:11])[CH2:10]2>>[Cl:1][c:2]1[c:3]2[c:4]([n:5][cH:6][n:7]1)[NH:8][C:9](=[O:11])[CH:10]2[CH2:12][CH3:13]. Starting materials: ClC=1C=C(CNC2=CC(=NC3=C(C=CC=C23)N2CCN(CC2)S(=O)(=O)C2=CC=C(C=C2)C)C)C=CC1Cl ((3,4-Dichlorobenzyl)-{2-methyl-8-[4-(toluene-4-sulfonyl)-piperazin-1-yl]-quinolin-4-yl}-amine), Br (HBr). Solvent: O (water). Conditions: temperature 70 celsius, time 3 hour. Yields the product Cl.Cl.ClC=1C=C(CNC2=CC(=NC3=C(C=CC=C23)N2CCNCC2)C)C=CC1Cl ((3,4-Dichlorobenzyl)-(2-methyl-8-piperazin-1-yl-quinolin-4-yl)-amine dihydrochloride). Isolated yield 149.4%. Reaction SMILES: [Cl:1][C:2]1[CH:3]=[C:4]([CH:34]=[CH:35][C:36]=1[Cl:37])[CH2:5][NH:6][C:7]1[C:16]2[C:11](=[C:12]([N:17]3[CH2:22][CH2:21][N:20](S(C4C=CC(C)=CC=4)(=O)=O)[CH2:19][CH2:18]3)[CH:13]=[CH:14][CH:15]=2)[N:10]=[C:9]([CH3:33])[CH:8]=1.Br>O>[ClH:1].[ClH:1].[Cl:1][C:2]1[CH:3]=[C:4]([CH:34]=[CH:35][C:36]=1[Cl:37])[CH2:5][NH:6][C:7]1[C:16]2[C:11](=[C:12]([N:17]3[CH2:18][CH2:19][NH:20][CH2:21][CH2:22]3)[CH:13]=[CH:14][CH:15]=2)[N:10]=[C:9]([CH3:33])[CH:8]=1 |f:3.4.5|. Procedure: (3,4-Dichlorobenzyl)-{2-methyl-8-[4-(toluene-4-sulfonyl)-piperazin-1-yl]-quinolin-4-yl}-amine (example 17, 40 mg, 0.072 mmole) and a mixture of HBr/glacial acetic acid (33%, 1 mL)/0.2 mL) were stirred at 70° C. for 3 hrs. The content of the flask was diluted with water and extracted with ethyl acetate. The aqueous phase was alkalized and extracted with dichloromethane. The organic phases were washed with saturated NaCl solution and concentrated. The residue was crystallized as hydrochloride from... Reactants: CC(=O)O[BH-](OC(C)=O)OC(C)=O, CC(Cl)Cl, N#Cc1cccc(-c2noc(C3CCCN3)n2)c1, [Na+], O=Cc1nccs1. Product: N#Cc1cccc(-c2noc(C3CCCN3Cc3nccs3)n2)c1. RXN SMILES: [C:26]([O:27][BH-:28]([O:29][C:30](=[O:31])[CH3:32])[O:33][C:34](=[O:35])[CH3:36])(=[O:37])[CH3:38].[Cl:40][CH:41]([Cl:42])[CH3:43].[NH:1]1[CH:2]([c:6]2[n:7][c:8](-[c:11]3[cH:12][c:13]([C:14]#[N:15])[cH:16][cH:17][cH:18]3)[n:9][o:10]2)[CH2:3][CH2:4][CH2:5]1.[Na+:39].[s:19]1[c:20]([CH:24]=[O:25])[n:21][cH:22][cH:23]1>>[N:1]1([CH2:24][c:20]2[s:19][cH:23][cH:22][n:21]2)[CH:2]([c:6]2[n:7][c:8](-[c:11]3[cH:12][c:13]([C:14]#[N:15])[cH:16][cH:17][cH:18]3)[n:9][o:10]2)[CH2:3][CH2:4][CH2:5]1. The reactants are Cl.N[C@H]1[C@@H]2N(C(=C(CS2)C[N+]=2N(C(=CC2)N)CCO)C(=O)[O-])C1=O (7β-amino-3-[3-amino-2-(2-hydroxyethyl)-1-pyrazolio]methyl-3-cephem-4-carboxylate hydrochloride), NC=1SC=C(N1)C(C(=O)O)=NOCC (2-(2-aminothiazol-4-yl)-2-ethoxyiminoacetic acid), dihydrate, ON1N=NC2=C1C=CC=C2 (1-hydroxy-1H-benzotriazole), C([O-])(O)=O.[Na+] (sodium bicarbonate), C([O-])([O-])=O.[K+].[K+] (potassium carbonate). Solvent: C(C)(=O)OCC (ethyl acetate), O (water), O1CCCC1 (tetrahydrofuran). Run at temperature 30 celsius, time 5 hour. Product: NC=1SC=C(N1)C(C(=O)N[C@H]1[C@@H]2N(C(=C(CS2)C[N+]=2N(C(=CC2)N)CCO)C(=O)[O-])C1=O)=NOCC (7β-[2-(2-aminothiazol-4-yl)-2-ethoxyiminoacetamido ]-3-[3-amino-2-(2-hydroxyethyl)-1-pyrazolio]methyl-3-cephem-4-carboxylate). RXN SMILES: Cl.[NH2:2][C@@H:3]1[C:23](=[O:24])[N:5]2[C:6]([C:20]([O-:22])=[O:21])=[C:7]([CH2:10][N+:11]3[N:12]([CH2:17][CH2:18][OH:19])[C:13]([NH2:16])=[CH:14][CH:15]=3)[CH2:8][S:9][C@H:4]12.C(=O)(O)[O-].[Na+].[NH2:30][C:31]1[S:32][CH:33]=[C:34]([C:36](=[N:40][O:41][CH2:42][CH3:43])[C:37](O)=[O:38])[N:35]=1.ON1C2C=CC=CC=2N=N1.C(=O)([O-])[O-].[K+].[K+]>O.O1CCCC1.C(OCC)(=O)C>[NH2:30][C:31]1[S:32][CH:33]=[C:34]([C:36](=[N:40][O:41][CH2:42][CH3:43])[C:37]([NH:2][C@@H:3]2[C:23](=[O:24])[N:5]3[C:6]([C:20]([O-:22])=[O:21])=[C:7]([CH2:10][N+:11]4[N:12]([CH2:17][CH2:18][OH:19])[C:13]([NH2:16])=[CH:14][CH:15]=4)[CH2:8][S:9][C@H:4]23)=[O:38])[N:35]=1 |f:0.1,2.3,6.7.8|. Procedure: A solution of 7β-amino-3-[3-amino-2-(2-hydroxyethyl)-1-pyrazolio]methyl-3-cephem-4-carboxylate hydrochloride. dihydrate (1.5 g) in a mixture of water (15 ml) and tetrahydrofuran (30 ml) was adjusted to pH 7 with saturated sodium bicarbonate aqueous solution and 2-(2-aminothiazol-4-yl)-2-ethoxyiminoacetic acid (syn isomer) activated by 1-hydroxy-1H-benzotriazole (2.22 g) was added thereto at room temperature. The mixture was stirred for 5 hours at 30° C. maintaining pH 7 with addition of 20% pota... The reactants are 124C, CC1=NC(=CC=C1N)C1=CC=C(C=C1)C(F)(F)F (2-methyl-6-(4-trifluoromethyl-phenyl)-pyridin-3-ylamine), C(C)(C)(C)OC(C(C)(C)OC1=CC=C(C=C1)CC(=O)O)=O (2-(4-carboxymethyl-phenoxy)-2-methyl-propionic acid tert-butyl ester). Product: C(C)(C)(C)OC(C(C)(OC1=CC=C(C=C1)CC(NC=1C(=NC(=CC1)C1=CC=C(C=C1)C(F)(F)F)C)=O)C)=O (2-methyl-2-(4-{[2-methyl-6-(4-trifluoromethyl-phenyl)-pyridin-3-ylcarbamoyl]-methyl}-phenoxy)-propionic acid tert-butyl ester). Reaction SMILES: [CH3:1][C:2]1[C:7]([NH2:8])=[CH:6][CH:5]=[C:4]([C:9]2[CH:14]=[CH:13][C:12]([C:15]([F:18])([F:17])[F:16])=[CH:11][CH:10]=2)[N:3]=1.[C:19]([O:23][C:24](=[O:39])[C:25]([O:28][C:29]1[CH:34]=[CH:33][C:32]([CH2:35][C:36](O)=[O:37])=[CH:31][CH:30]=1)([CH3:27])[CH3:26])([CH3:22])([CH3:21])[CH3:20]>>[C:19]([O:23][C:24](=[O:39])[C:25]([CH3:26])([O:28][C:29]1[CH:34]=[CH:33][C:32]([CH2:35][C:36](=[O:37])[NH:8][C:7]2[C:2]([CH3:1])=[N:3][C:4]([C:9]3[CH:14]=[CH:13][C:12]([C:15]([F:16])([F:18])[F:17])=[CH:11][CH:10]=3)=[CH:5][CH:6]=2)=[CH:31][CH:30]=1)[CH3:27])([CH3:21])([CH3:20])[CH3:22]. Reported procedure: A] In analogy to the procedures described in example 26B] and 124C], 2-methyl-6-(4-trifluoromethyl-phenyl)-pyridin-3-ylamine (example 125C]) was reacted with 2-(4-carboxymethyl-phenoxy)-2-methyl-propionic acid tert-butyl ester (example 124A]) to give 2-methyl-2-(4-{[2-methyl-6-(4-trifluoromethyl-phenyl)-pyridin-3-ylcarbamoyl]-methyl}-phenoxy)-propionic acid tert-butyl ester, which was subsequently cleaved with trifluoroacetic acid to yield the title compound as colorless solid. Reactants: C(C1=CC=CC=C1)OC(=O)N1N(CC(C1)C(C)O)C(=O)OCC1=CC=CC=C1 (1,2-Bis(benzyloxycarbonyl)-4-(1-hydroxyethyl)pyrazolidine), C (charcoal). Solvent: CO (methanol). Conditions: time 17 hour. Yields the product C(C=C)OC(=O)NCC(C(C)O)CNC(=O)OCC=C (1-allyloxycarbonylamino-2-(N-allyloxycarbonylaminomethyl)butan-3-ol). The yield is 97.9%. As a reaction SMILES: [CH2:1]([O:8][C:9]([N:11]1[CH2:15][CH:14]([CH:16]([OH:18])[CH3:17])[CH2:13][N:12]1[C:19]([O:21][CH2:22][C:23]1C=CC=C[CH:24]=1)=[O:20])=[O:10])[C:2]1C=CC=C[CH:3]=1.C>CO>[CH2:22]([O:21][C:19]([NH:12][CH2:13][CH:14]([CH2:15][NH:11][C:9]([O:8][CH2:1][CH:2]=[CH2:3])=[O:10])[CH:16]([OH:18])[CH3:17])=[O:20])[CH:23]=[CH2:24]. Procedure: 1,2-Bis(benzyloxycarbonyl)-4-(1-hydroxyethyl)pyrazolidine (100 g) in methanol (900 ml) was treated with activated charcoal at room temperatures for 30 minutes. After removing activated charcoal platinum oxide (22 g) was added under nitrogen atmosphere. The suspension was stirred under hydrogen atmosphere for 17 hours. After the starting material and mono(benzyloxycarbonyl) compound was disappeared. The catalyst was filtered off under nitrogen atmosphere. The cake was washed with water (300 ml) a...